The task is: describe an organic reaction: reactants, conditions, products, and yield. This data is from the Open Reaction Database (ORD), a public repository of structured organic reaction records. Starting materials: FC=1C=C(C=C(C1OCC1CCN(CC1)C1=NC=C(C=N1)CC)F)C1=CC=C(C=C1)C1=NN=NN1 (2-(4-((3,5-difluoro-4′-(1H-tetrazol-5-yl)biphenyl-4-yloxy)methyl)piperidin-1-yl)-5-ethylpyrimidine), CI (methyl iodide), C(=O)([O-])[O-].[Cs+].[Cs+] (Cs2CO3). The solvent is O (H2O), CN(C)C=O (DMF). Conditions: temperature 80 celsius. Yields the product FC=1C=C(C=C(C1OCC1CCN(CC1)C1=NC=C(C=N1)CC)F)C1=CC=C(C=C1)C1=NN=NN1C (2-(4-((3,5-difluoro-4′-(1-methyl-1H-tetrazol-5-yl)biphenyl-4-yloxy)methyl)piperidin-1-yl)-5-ethylpyrimidine). Reaction SMILES: [F:1][C:2]1[CH:3]=[C:4]([C:25]2[CH:30]=[CH:29][C:28]([C:31]3[NH:35][N:34]=[N:33][N:32]=3)=[CH:27][CH:26]=2)[CH:5]=[C:6]([F:24])[C:7]=1[O:8][CH2:9][CH:10]1[CH2:15][CH2:14][N:13]([C:16]2[N:21]=[CH:20][C:19]([CH2:22][CH3:23])=[CH:18][N:17]=2)[CH2:12][CH2:11]1.CI.[C:38]([O-])([O-])=O.[Cs+].[Cs+]>CN(C=O)C.O>[F:24][C:6]1[CH:5]=[C:4]([C:25]2[CH:30]=[CH:29][C:28]([C:31]3[N:35]([CH3:38])[N:34]=[N:33][N:32]=3)=[CH:27][CH:26]=2)[CH:3]=[C:2]([F:1])[C:7]=1[O:8][CH2:9][CH:10]1[CH2:15][CH2:14][N:13]([C:16]2[N:17]=[CH:18][C:19]([CH2:22][CH3:23])=[CH:20][N:21]=2)[CH2:12][CH2:11]1 |f:2.3.4|. Procedure: To a solution of Example B1 (20 mg, 0.04 mmol) and methyl iodide (10 μL, 0.16 mmol) in DMF (3 mL) is added Cs2CO3 (40 mg, 0.12 mmol). The resulting suspension is heated to 80° C. for 1 h, cooled to rt, and diluted with H2O (20 mL). The mixture is extracted with EtOAc (2×20 mL), and the combined organics are washed with brine, dried over MgSO4, and concentrated in vacuo. Purification by flash chromatography (EtOAc/hexanes gradient) afford the title compounds (Example C1) and (Example C2) as white...